Dataset: the Open Reaction Database (ORD), a public repository of structured organic reaction records. Task: describe an organic reaction: reactants, conditions, products, and yield RXN SMILES: [C:1]([O:2][C:3](=[O:4])[NH:7][c:8]1[c:9]([NH:24][C:25]([CH2:26][C:27](=[O:5])[c:29]2[cH:30][c:31](-[c:35]3[cH:36][n:37][c:38]([CH3:41])[cH:39][cH:40]3)[cH:32][cH:33][cH:34]2)=[O:42])[cH:10][c:11]([C:20]([F:21])([F:22])[F:23])[c:12]([O:14][CH2:15][C:16]([F:17])([F:18])[F:19])[cH:13]1)([CH3:6])([CH3:28])[CH3:43].[Cl:51][CH2:52][Cl:53].[F:44][C:45]([F:46])([F:47])[C:48]([OH:49])=[O:50]>>[N:7]1=[C:27]([c:29]2[cH:30][c:31](-[c:35]3[cH:36][n:37][c:38]([CH3:41])[cH:39][cH:40]3)[cH:32][cH:33][cH:34]2)[CH2:26][C:25](=[O:42])[NH:24][c:9]2[c:8]1[cH:13][c:12]([O:14][CH2:15][C:16]([F:17])([F:18])[F:19])[c:11]([C:20]([F:21])([F:22])[F:23])[cH:10]2. Reactants: Cc1ccc(-c2cccc(C(=O)CC(=O)Nc3cc(C(F)(F)F)c(OCC(F)(F)F)cc3NC(=O)OC(C)(C)C)c2)cn1, ClCCl, O=C(O)C(F)(F)F. Yields the product Cc1ccc(-c2cccc(C3=Nc4cc(OCC(F)(F)F)c(C(F)(F)F)cc4NC(=O)C3)c2)cn1.